Dataset: the Open Reaction Database (ORD), a public repository of structured organic reaction records. Task: describe an organic reaction: reactants, conditions, products, and yield The reactants are FC(F)(F)c1cncc(Br)c1, O=C([O-])[O-], C1CCOC1, Cc1cc(NC(=O)c2nc(C)sc2N)ccn1, [Cs+], [Cs+], C1COCCO1, CC1(C)c2cccc(P(c3ccccc3)c3ccccc3)c2Oc2c(P(c3ccccc3)c3ccccc3)cccc21. Yields the product Cc1cc(NC(=O)c2nc(C)sc2Nc2cncc(C(F)(F)F)c2)ccn1. As a reaction SMILES: [Br:60][c:61]1[cH:62][n:63][cH:64][c:65]([C:67]([F:68])([F:69])[F:70])[cH:66]1.[C:71](=[O:72])([O-:73])[O-:74].[CH2:77]1[O:78][CH2:79][CH2:80][CH2:81]1.[CH3:1][c:2]1[n:3][cH:4][cH:5][c:6]([NH:8][C:9](=[O:10])[c:11]2[n:12][c:13]([CH3:17])[s:14][c:15]2[NH2:16])[cH:7]1.[Cs+:75].[Cs+:76].[O:82]1[CH2:83][CH2:84][O:85][CH2:86][CH2:87]1.[c:18]1([P:19]([c:20]2[cH:21][cH:22][cH:23][cH:24][cH:25]2)[c:26]2[c:27]3[c:51]([cH:52][cH:53][cH:54]2)[C:48]([CH3:49])([CH3:50])[c:30]2[c:29]([c:34]([P:35]([c:36]4[cH:37][cH:38][cH:39][cH:40][cH:41]4)[c:42]4[cH:43][cH:44][cH:45][cH:46][cH:47]4)[cH:33][cH:32][cH:31]2)[O:28]3)[cH:55][cH:56][cH:57][cH:58][cH:59]1>>[CH3:1][c:2]1[n:3][cH:4][cH:5][c:6]([NH:8][C:9](=[O:10])[c:11]2[n:12][c:13]([CH3:17])[s:14][c:15]2[NH:16][c:61]2[cH:62][n:63][cH:64][c:65]([C:67]([F:68])([F:69])[F:70])[cH:66]2)[cH:7]1. Reactants: alkali metal, alkaline earth metal hydroxides, Alkali metal salts, C1(=CC=CC=2C(C3=CC=CC=C3C(C12)=O)=O)S(=O)(=O)O (1-anthraquinonesulfonic acid), S(O)(O)(=O)=O (sulfuric acid), carbonates, hydroxy. Product: OC1=CC=CC=2C(C3=CC=CC=C3C(C12)=O)=O (1-hydroxyanthraquinone), C1(=CC=CC=2C(C3=CC=CC=C3C(C12)=O)=O)S(=O)(=O)O (1-anthraquinonesulfonic acid), S(O)(O)(=O)=O (sulfuric acid). As a reaction SMILES: [C:1]1([S:17]([OH:20])(=[O:19])=[O:18])[C:14]2[C:13](=[O:15])[C:12]3[C:7](=[CH:8][CH:9]=[CH:10][CH:11]=3)[C:6](=[O:16])[C:5]=2[CH:4]=[CH:3][CH:2]=1.[S:21](=[O:25])(=[O:24])([OH:23])[OH:22]>>[OH:22][C:1]1[C:14]2[C:13](=[O:15])[C:12]3[C:7](=[CH:8][CH:9]=[CH:10][CH:11]=3)[C:6](=[O:16])[C:5]=2[CH:4]=[CH:3][CH:2]=1.[C:1]1([S:17]([OH:20])(=[O:18])=[O:19])[C:14]2[C:13](=[O:15])[C:12]3[C:7](=[CH:8][CH:9]=[CH:10][CH:11]=3)[C:6](=[O:16])[C:5]=2[CH:4]=[CH:3][CH:2]=1.[S:21](=[O:23])(=[O:22])([OH:25])[OH:24]. Procedure details: 1-Hydroxyanthraquinone is a known compound which can be obtained by several conventional techniques, for example, it can be obtained from 1-anthraquinonesulfonic acid by simply heating with alkali carbonates in aqueous solution under pressure. Alkali metal salts of 1-anthraquinonesulfonic acid can also be converted to the hydroxy derivative by heating with aqueous solutions of alkali metal and alkaline earth metal hydroxides. Upon acidification of the resulting reaction medium with an acid such ... The reactants are C(C1=CC=CC=C1)(C1=CC=CC=C1)=NC1=CC2=C(N(C(=N2)CN2C(N(C3=C2C=CC=C3)C(C)C)=O)CCC(C)C)C=C1 (1-[5-(benzhydrylidene-amino)-1-(3-methyl-butyl)-1H-benzoimidazol-2-ylmethyl]-3-isopropyl-1,3-dihydro-benzoimidazol-2-one). The solvent is Cl.C1CCOC1 (HCl THF). Yields the product NC1=CC2=C(N(C(=N2)CN2C(N(C3=C2C=CC=C3)C(C)C)=O)CCC(C)C)C=C1 (1-[5-amino-1-(3-methyl-butyl)-1H-benzoimidazol-2-ylmethyl]-3-isopropyl-1,3-dihydro-benzoimidazol-2-one). Isolated yield 85.1%. As a reaction SMILES: C(=[N:14][C:15]1[CH:42]=[CH:41][C:18]2[N:19]([CH2:36][CH2:37][CH:38]([CH3:40])[CH3:39])[C:20]([CH2:22][N:23]3[C:27]4[CH:28]=[CH:29][CH:30]=[CH:31][C:26]=4[N:25]([CH:32]([CH3:34])[CH3:33])[C:24]3=[O:35])=[N:21][C:17]=2[CH:16]=1)(C1C=CC=CC=1)C1C=CC=CC=1>Cl.C1COCC1>[NH2:14][C:15]1[CH:42]=[CH:41][C:18]2[N:19]([CH2:36][CH2:37][CH:38]([CH3:40])[CH3:39])[C:20]([CH2:22][N:23]3[C:27]4[CH:28]=[CH:29][CH:30]=[CH:31][C:26]=4[N:25]([CH:32]([CH3:34])[CH3:33])[C:24]3=[O:35])=[N:21][C:17]=2[CH:16]=1 |f:1.2|. Procedure: A solution of 1-[5-(benzhydrylidene-amino)-1-(3-methyl-butyl)-1H-benzoimidazol-2-ylmethyl]-3-isopropyl-1,3-dihydro-benzoimidazol-2-one (32 mg, 0.06 mmol) in 0.5 M HCl-THF was stirred at ambient temperature for 1 h. The solvent was evaporated and the residue purified by prep-HPLC (gradient 10%-100% B) to give 20 mg (85%) of 1-[5-amino-1-(3-methyl-butyl)-1H-benzoimidazol-2-ylmethyl]-3-isopropyl-1,3-dihydro-benzoimidazol-2-one as a white solid. The reactants are C(C(=C)C)(=O)OC1=CC=C(C=C1)C=O (4-formylphenyl methacrylate), C1CCOC1 (THF), OC1=CC=C(C=O)C=C1 (4-hydroxybenzaldehyde), B.[Na] (sodium boron hydride). The solvent is O (water), C(C)(=O)OCC (ethyl acetate), O (water). Product: C(C(=C)C)(=O)OC1=CC=C(C=C1)CO (4-hydroxymethylphenyl methacrylate). As a reaction SMILES: [C:1]([O:6][C:7]1[CH:12]=[CH:11][C:10]([CH:13]=[O:14])=[CH:9][CH:8]=1)(=[O:5])[C:2]([CH3:4])=[CH2:3].C1COCC1.B.[Na].OC1C=CC(C=O)=CC=1>C(OCC)(=O)C.O>[C:1]([O:6][C:7]1[CH:8]=[CH:9][C:10]([CH2:13][OH:14])=[CH:11][CH:12]=1)(=[O:5])[C:2]([CH3:4])=[CH2:3] |f:2.3,^1:20|. Procedure details: To the entire amount of the compound obtained in (3-1), 300 ml of THF and 100 ml of water were added and stirred. To this solution, sodium boron hydride was added little by little under ice cooling. Every each addition, disappearance of starting materials was confirmed by TLC. After the starting materials disappeared, water and ethyl acetate were added to the reaction solution and the reaction solution was extracted by liquid separation. The organic phase was dried over magnesium sulfate, concen...